Dataset: the Open Reaction Database (ORD), a public repository of structured organic reaction records. Task: describe an organic reaction: reactants, conditions, products, and yield Starting materials: FC(OC1=CC=C(C=C1)N1CCC(CC1)N1CCN(CC1)C(=O)OC(C)(C)C)(F)F (Tert-butyl 4-[1-(4-trifluoromethoxyphenyl)-piperidin-4-yl]piperazine-1-carboxylate). The solvent is C(Cl)Cl (methylene chloride), FC(C(=O)O)(F)F (trifluoroacetic acid). Reaction conditions: time 1 hour. Yields the product FC(OC1=CC=C(C=C1)N1CCC(CC1)N1CCNCC1)(F)F (1-[1-(4-trifluoromethoxyphenyl)piperidin-4-yl]piperazine). The yield is 100.3%. As a reaction SMILES: [F:1][C:2]([F:30])([F:29])[O:3][C:4]1[CH:9]=[CH:8][C:7]([N:10]2[CH2:15][CH2:14][CH:13]([N:16]3[CH2:21][CH2:20][N:19](C(OC(C)(C)C)=O)[CH2:18][CH2:17]3)[CH2:12][CH2:11]2)=[CH:6][CH:5]=1>C(Cl)Cl.FC(F)(F)C(O)=O>[F:30][C:2]([F:1])([F:29])[O:3][C:4]1[CH:9]=[CH:8][C:7]([N:10]2[CH2:15][CH2:14][CH:13]([N:16]3[CH2:21][CH2:20][NH:19][CH2:18][CH2:17]3)[CH2:12][CH2:11]2)=[CH:6][CH:5]=1. Procedure details: Tert-butyl 4-[1-(4-trifluoromethoxyphenyl)-piperidin-4-yl]piperazine-1-carboxylate (1 g, 2.33 mmol) was dissolved in methylene chloride (10 ml), to which trifluoroacetic acid (10 ml) was added while cooling in an ice-bath, and the mixture was stirred at room temperature for 1 hour. The reaction mixture was washed with a 25% sodium hydroxide aqueous solution (40 ml) and brine (10 ml), and dried over sodium sulfate. After filtration, the filtrate was concentrated to afford 1-[1-(4-trifluoromethoxy... Starting materials: CS(=O)(=O)C1=CC=C(CNC(=O)C2=CN(C(=C(C2=O)Br)C)C(C)C2=CC=C(C=C2)C#N)C=C1 (5-bromo-1-[1-(4-cyano-phenyl)-ethyl]-6-methyl-4-oxo-1,4-dihydro-pyridine-3-carboxylic acid 4-methanesulfonyl-benzylamide), FC(C=1C=C(C=CC1)B(O)O)F (3-difluoromethyl-phenylboronic acid), C(=O)([O-])[O-].[K+].[K+] (K2CO3), C(C)(=O)O (acetic acid). Reagents/catalysts: C1(=CC=CC=C1)P(C1=CC=CC=C1)C1=CC=CC=C1.C1(=CC=CC=C1)P(C1=CC=CC=C1)C1=CC=CC=C1.C1(=CC=CC=C1)P(C1=CC=CC=C1)C1=CC=CC=C1.C1(=CC=CC=C1)P(C1=CC=CC=C1)C1=CC=CC=C1.[Pd] (palladium (0) tetrakis(triphenylphosphine)). The solvent is C(C)#N (acetonitrile), CO (methanol). Run at temperature 75 celsius, time 18 hour. Yields the product CS(=O)(=O)C1=CC=C(CNC(=O)C2=CN(C(=C(C2=O)C2=CC(=CC=C2)C(F)F)C)C(C)C2=CC=C(C=C2)C#N)C=C1 (1-[1-(4-Cyano-phenyl)-ethyl]-5-(3-difluoromethyl-phenyl)-6-methyl-4-oxo-1,4-dihydro-pyridine-3-carboxylic acid 4-methanesulfonyl-benzylamide). RXN SMILES: [CH3:1][S:2]([C:5]1[CH:33]=[CH:32][C:8]([CH2:9][NH:10][C:11]([C:13]2[C:18](=[O:19])[C:17](Br)=[C:16]([CH3:21])[N:15]([CH:22]([C:24]3[CH:29]=[CH:28][C:27]([C:30]#[N:31])=[CH:26][CH:25]=3)[CH3:23])[CH:14]=2)=[O:12])=[CH:7][CH:6]=1)(=[O:4])=[O:3].[F:34][CH:35]([F:45])[C:36]1[CH:37]=[C:38](B(O)O)[CH:39]=[CH:40][CH:41]=1.C([O-])([O-])=O.[K+].[K+].C(O)(=O)C>C(#N)C.CO.C1(P(C2C=CC=CC=2)C2C=CC=CC=2)C=CC=CC=1.C1(P(C2C=CC=CC=2)C2C=CC=CC=2)C=CC=CC=1.C1(P(C2C=CC=CC=2)C2C=CC=CC=2)C=CC=CC=1.C1(P(C2C=CC=CC=2)C2C=CC=CC=2)C=CC=CC=1.[Pd]>[CH3:1][S:2]([C:5]1[CH:33]=[CH:32][C:8]([CH2:9][NH:10][C:11]([C:13]2[C:18](=[O:19])[C:17]([C:40]3[CH:39]=[CH:38][CH:37]=[C:36]([CH:35]([F:45])[F:34])[CH:41]=3)=[C:16]([CH3:21])[N:15]([CH:22]([C:24]3[CH:29]=[CH:28][C:27]([C:30]#[N:31])=[CH:26][CH:25]=3)[CH3:23])[CH:14]=2)=[O:12])=[CH:7][CH:6]=1)(=[O:4])=[O:3] |f:2.3.4,8.9.10.11.12|. Procedure details: To a solution of 5-bromo-1-[1-(4-cyano-phenyl)-ethyl]-6-methyl-4-oxo-1,4-dihydro-pyridine-3-carboxylic acid 4-methanesulfonyl-benzylamide (preparation 11, 110 mg, 0.208 mmol), 3-difluoromethyl-phenylboronic acid (48 mg, 0.28 mmol), palladium (0) tetrakis(triphenylphosphine) (32 mg, 0.028 mmol) in acetonitrile (2 mL) is added 2 M aqueous K2CO3 solution (0.21 mL, 0.42 mmol). After stirring for 18 h at 75° C., the reaction mixture is diluted with methanol, acidified with acetic acid and purified by...